The task is: describe an organic reaction: reactants, conditions, products, and yield. This data is from the Open Reaction Database (ORD), a public repository of structured organic reaction records. Starting materials: N#Cc1[nH]c(C(=O)Cl)c(Cl)c1Cl, Cl, COC(=O)c1cc(N2CCC(N)CC2)c2ccccc2n1. The product is COC(=O)c1cc(N2CCC(NC(=O)c3[nH]c(C#N)c(Cl)c3Cl)CC2)c2ccccc2n1. As a reaction SMILES: [Cl:1][c:2]1[c:3]([C:10](=[O:11])[Cl:12])[nH:4][c:5]([C:8]#[N:9])[c:6]1[Cl:7].[ClH:13].[NH2:14][CH:15]1[CH2:16][CH2:17][N:18]([c:21]2[cH:22][c:23]([C:31](=[O:32])[O:33][CH3:34])[n:24][c:25]3[cH:26][cH:27][cH:28][cH:29][c:30]23)[CH2:19][CH2:20]1>>[Cl:1][c:2]1[c:3]([C:10](=[O:11])[NH:14][CH:15]2[CH2:16][CH2:17][N:18]([c:21]3[cH:22][c:23]([C:31](=[O:32])[O:33][CH3:34])[n:24][c:25]4[cH:26][cH:27][cH:28][cH:29][c:30]34)[CH2:19][CH2:20]2)[nH:4][c:5]([C:8]#[N:9])[c:6]1[Cl:7]. RXN SMILES: [NH2:1][C:2]1[CH:3]=[CH:4][C:5]([F:18])=[C:6]([C@:8]2([CH3:17])[C:13]([F:15])([F:14])[CH2:12][O:11][C:10]([NH2:16])=[N:9]2)[CH:7]=1.[F:19][CH:20]([F:29])[N:21]1[CH:25]=[CH:24][C:23]([C:26](O)=[O:27])=[N:22]1>>[NH2:16][C:10]1[O:11][CH2:12][C:13]([F:14])([F:15])[C@:8]([C:6]2[CH:7]=[C:2]([NH:1][C:26]([C:23]3[CH:24]=[CH:25][N:21]([CH:20]([F:29])[F:19])[N:22]=3)=[O:27])[CH:3]=[CH:4][C:5]=2[F:18])([CH3:17])[N:9]=1. Starting materials: NC=1C=CC(=C(C1)[C@]1(N=C(OCC1(F)F)N)C)F ((R)-4-(5-amino-2-fluoro-phenyl)-5,5-difluoro-4-methyl-5,6-dihydro-4H-[1,3]oxazin-2-ylamine), FC(N1N=C(C=C1)C(=O)O)F (1-difluoromethyl-1H-pyrazole-3-carboxylic acid). The product is NC=1OCC([C@@](N1)(C)C=1C=C(C=CC1F)NC(=O)C1=NN(C=C1)C(F)F)(F)F (1-Difluoromethyl-1H-pyrazole-3-carboxylic acid [3-((R)-2-amino-5,5-difluoro-4-methyl-5,6-dihydro-4H-[1,3]oxazin-4-yl)-4-fluoro-phenyl]-amide). Procedure: The condensation of (R)-4-(5-amino-2-fluoro-phenyl)-5,5-difluoro-4-methyl-5,6-dihydro-4H-[1,3]oxazin-2-ylamine (intermediate XI-1) and 1-difluoromethyl-1H-pyrazole-3-carboxylic acid following procedure I yielded the title compound as a white solid. MS (ISP): m/z=404.3 [M+H]+.